Dataset: the Open Reaction Database (ORD), a public repository of structured organic reaction records. Task: describe an organic reaction: reactants, conditions, products, and yield Product: FC1=CC=C2C(=CNC2=C1)C=1CCN(CC1)C[C@@H](COC1=C2C=CNC2=CC=C1)O ((2S)-(+)-3-[4-(6-fluoro-3-indolyl)-1,2,3,6-tetrahydropyridin-1-yl]-1-(4-indolyloxy)-2-propanol). Reported procedure: The title compound was prepared in a fashion similar to that described in Example 193 from 6-fluoro-3-(1,2,3,6-tetrahydropyridin-4-yl)-1H-indole (1.00 g, 4.63 mmol) and (S)-(+)-4-(oxiranylmethoxy)-1H-indole (0.88 g, 4.6 mmol). The resulting free base was obtained as a yellow foam. Yield 1.2 g (64%). mp 95°-100° C. FDMS m/e=405 (M+ of free base). α[D]589 =5.15 (c=1.01, dimethylsulfoxide). Starting materials: FC1=CC=C2C(=CNC2=C1)C=1CCNCC1 (6-fluoro-3-(1,2,3,6-tetrahydropyridin-4-yl)-1H-indole), O1[C@@H](C1)COC1=C2C=CNC2=CC=C1 ((S)-(+)-4-(oxiranylmethoxy)-1H-indole). As a reaction SMILES: [F:1][C:2]1[CH:10]=[C:9]2[C:5]([C:6]([C:11]3[CH2:12][CH2:13][NH:14][CH2:15][CH:16]=3)=[CH:7][NH:8]2)=[CH:4][CH:3]=1.[O:17]1[CH2:19][C@H:18]1[CH2:20][O:21][C:22]1[CH:30]=[CH:29][CH:28]=[C:27]2[C:23]=1[CH:24]=[CH:25][NH:26]2>CS(C)=O>[F:1][C:2]1[CH:10]=[C:9]2[C:5]([C:6]([C:11]3[CH2:12][CH2:13][N:14]([CH2:19][C@H:18]([OH:17])[CH2:20][O:21][C:22]4[CH:30]=[CH:29][CH:28]=[C:27]5[C:23]=4[CH:24]=[CH:25][NH:26]5)[CH2:15][CH:16]=3)=[CH:7][NH:8]2)=[CH:4][CH:3]=1. The solvent is CS(=O)C (dimethylsulfoxide). Starting materials: CC1([C@@H]([C@@H]1\C=C/C(OC(C)(C)C)=O)C(=O)O[C@@H](C1=CC(=C(C=C1)F)OC1=CC=CC=C1)C#N)C ((S)α-cyano-3-phenoxy-4-fluoro-benzyl (1R,cis,Z) 2,2-dimethyl-3-[3-oxo-3-tert.butoxy-1-propenyl]-cyclopropane-carboxylate). Run in C1(=CC=CC=C1)C (toluene), CC1=CC=CC=C1 (p-toluene). Run at temperature 0 celsius. The product is CC1([C@@H]([C@@H]1\C=C/C(O)=O)C(=O)O[C@@H](C1=CC(=C(C=C1)F)OC1=CC=CC=C1)C#N)C ((S)α-cyano-3-phenoxy-4-fluoro-benzyl (1R,cis,Z) 2,2-dimethyl-3-[3-oxo-3-hydroxy-1-propenyl]-cyclopropane-carboxylate). Isolated yield 92.2%. As a reaction SMILES: [CH3:1][C:2]1([CH3:34])[C@@H:4](/[CH:5]=[CH:6]\[C:7](=[O:13])[O:8]C(C)(C)C)[C@H:3]1[C:14]([O:16][C@H:17]([C:32]#[N:33])[C:18]1[CH:23]=[CH:22][C:21]([F:24])=[C:20]([O:25][C:26]2[CH:31]=[CH:30][CH:29]=[CH:28][CH:27]=2)[CH:19]=1)=[O:15]>C1(C)C=CC=CC=1>[CH3:1][C:2]1([CH3:34])[C@@H:4](/[CH:5]=[CH:6]\[C:7](=[O:8])[OH:13])[C@H:3]1[C:14]([O:16][C@H:17]([C:32]#[N:33])[C:18]1[CH:23]=[CH:22][C:21]([F:24])=[C:20]([O:25][C:26]2[CH:27]=[CH:28][CH:29]=[CH:30][CH:31]=2)[CH:19]=1)=[O:15]. Procedure details: 1.6 g of p-toluene sulonic acid monohydrate were added to a solution of 16.4 g of the product of Step B in 160 ml of toluene and the mixture was refluxed until gas evolution ceased (about 30 minutes) and was cooled to 0° C. and filtered The filtrate was evaporated to dryness under reduced pressure and the residue was chromatographed over silica gel. Elution with a 70-30-1 n-hexane-ethyl acetate-acetic acid mixture yielded 13.3 g of (S)α-cyano-3-phenoxy-4-fluoro-benzyl (1R,cis,Z) 2,2-dimethyl-3-[...